Dataset: the Open Reaction Database (ORD), a public repository of structured organic reaction records. Task: describe an organic reaction: reactants, conditions, products, and yield Starting materials: ClC1=C(C=C(C=C1)O)[N+](=O)[O-] (4-chloro-3-nitrophenol), ClCCC1CCNCC1 (4-(2-chloro-ethyl)piperidine), C(=O)([O-])[O-].[Cs+].[Cs+] (Cs2CO3). Run in CN(C=O)C (dimethylformamide). Conditions: temperature 80 celsius, time 20 hour. Product: ClC1=C(C=C(OCCC2CCNCC2)C=C1)[N+](=O)[O-] (4-(2-(4-chloro-3-nitrophenoxy)ethyl)piperidine). The yield is 56.1%. As a reaction SMILES: [Cl:1][C:2]1[CH:7]=[CH:6][C:5]([OH:8])=[CH:4][C:3]=1[N+:9]([O-:11])=[O:10].Cl[CH2:13][CH2:14][CH:15]1[CH2:20][CH2:19][NH:18][CH2:17][CH2:16]1.C([O-])([O-])=O.[Cs+].[Cs+]>CN(C)C=O>[Cl:1][C:2]1[CH:7]=[CH:6][C:5]([O:8][CH2:13][CH2:14][CH:15]2[CH2:20][CH2:19][NH:18][CH2:17][CH2:16]2)=[CH:4][C:3]=1[N+:9]([O-:11])=[O:10] |f:2.3.4|. Reported procedure: 4-chloro-3-nitrophenol (2.5 g, 14.4 mmol, 1 eq.) was placed in dimethylformamide (48 mL) with 4-(2-chloro-ethyl)piperidine (8 g, 43.2 mmol, 3 eq.), Cs2CO3 (33 g, 100.8 mmol, 7 eq.), KI (5.3 g, 31.7 mmol, 2.2 eq.). The reaction mixture was heated at 80° C. and stirred for 20 hours. The reaction mixture was then concentrated under reduced pressure and the resulting residue was diluted with ethyl acetate. The organic phase was washed with a 1% NaOH aqueous solution, dried over MgSO4, filtered and c... The reactants are N (ammonia), FC1(C(C1)(C(=O)Cl)C)F (2,2-difluoro-1-methyl-cyclopropane-carbonyl chloride). Solvent: O1CCOCC1 (dioxane). Yields the product FC1(C(C1)(C)C(=O)N)F (2,2-difluoro-1-methyl-cyclopropyl-carboxamide). The yield is 81.0%. RXN SMILES: [NH3:1].[F:2][C:3]1([F:10])[CH2:5][C:4]1([CH3:9])[C:6](Cl)=[O:7]>O1CCOCC1>[F:2][C:3]1([F:10])[CH2:5][C:4]1([C:6]([NH2:1])=[O:7])[CH3:9]. Reported procedure: Gaseous ammonia is passed for 90 minutes into a stirred solution of 15.45 g (0.1 mol) of 2,2-difluoro-1-methyl-cyclopropane-carbonyl chloride in 80 ml of dioxane at 20° to 30° C. The resultant suspension is then evaporated to dryness under a water pump vacuum. The residue remaining is stirred with 50 ml of water, filtered off with suction and dried. In this manner, 11 g (81% of theory) of 2,2-difluoro-1-methyl-cyclopropyl-carboxamide in form of a solid substance of melting point 125°-127° C. are... Reactants: NO[C@H]1C[C@@](O[C@@H]1CO)(N1C(=O)NC(=O)C(C)=C1)[Si](C)(C)C(C)(C)C (3'-O-Amino-(t-butyldimethylsilyl)thymidine). Solvent: C1CCOC1 (THF). Product: NO[C@H]1C[C@@H](O[C@@H]1CO)N1C(=O)NC(=O)C(C)=C1 (3'-O-Aminothymidine). The yield is 72.0%. As a reaction SMILES: [NH2:1][O:2][C@@H:3]1[C@@H:7]([CH2:8][OH:9])[O:6][C@@:5]([Si](C(C)(C)C)(C)C)([N:10]2[CH:18]=[C:16]([CH3:17])[C:14](=[O:15])[NH:13][C:11]2=[O:12])[CH2:4]1>C1COCC1>[NH2:1][O:2][C@@H:3]1[C@@H:7]([CH2:8][OH:9])[O:6][C@@H:5]([N:10]2[CH:18]=[C:16]([CH3:17])[C:14](=[O:15])[NH:13][C:11]2=[O:12])[CH2:4]1. Reported procedure: 3'-O-Amino-(t-butyldimethylsilyl)thymidine was deblocked with (Bu)4 NF/THF in standard way to furnish compound 4 (72%). Crystallized from ether/hexanes/ethanol as fine needles, mp 81° C. 1H NMR (Me2SO-d6) δ 1.78 (s, 3, CH3), 2.17 and 2.45 (2m, 2, 2'CH2), 3.70 (m, 2, 5'CH2), 3.88 (m, 1, 4'H), 4.16 (m, 1, 3'H), 4.8 (br s, 1, 5'OH), 6.05 (dd, 1, 1'H), 6.2 (br s, 2 NH2), 7.48 (s, 1, C6H), and 11.24 (br s, 1NH). Anal. Calcd. for C10H15 N3O5 : C, 46.69; H, 5.87; N, 16.33; found: C, 46.55; H, 5.91; N, ... Reaction SMILES: [CH3:12][O:13][C:14]([CH:15]=[CH:16][c:17]1[cH:18][cH:19][c:20]([NH:23][S:24](=[O:25])(=[O:26])[c:27]2[cH:28][cH:29][cH:30][cH:31][cH:32]2)[cH:21][cH:22]1)=[O:33].[CH3:35][OH:36].[ClH:7].[NH2:8][OH:9].[Na+:11].[O:1]1[CH2:2][CH2:3][O:4][CH2:5][CH2:6]1.[OH-:10].[OH2:34]>>[NH:8]([OH:9])[C:14](=[O:13])[CH:15]=[CH:16][c:17]1[cH:18][cH:19][c:20]([NH:23][S:24](=[O:25])(=[O:26])[c:27]2[cH:28][cH:29][cH:30][cH:31][cH:32]2)[cH:21][cH:22]1. Product: O=C(C=Cc1ccc(NS(=O)(=O)c2ccccc2)cc1)NO. Starting materials: COC(=O)C=Cc1ccc(NS(=O)(=O)c2ccccc2)cc1, CO, Cl, NO, [Na+], C1COCCO1, [OH-], O. Starting materials: ClC1=NC=C(C(=N1)CCC1=C(C=CC=C1)C1(CC1)C(=O)N)Cl (1-(2-(2-(2,5-dichloropyrimidin-4-yl)ethyl)phenyl)cyclopropanecarboxamide), C(=O)([O-])[O-].[Cs+].[Cs+] (Cs2CO3), NC=1C=NC=NC1 (5-aminopyrimidine), CC1(C2=C(C(=CC=C2)P(C3=CC=CC=C3)C4=CC=CC=C4)OC5=C(C=CC=C51)P(C6=CC=CC=C6)C7=CC=CC=C7)C (Xantphos), Pd(II) acetate. The solvent is O1CCOCC1 (1,4-dioxane), C(CC(O)(C(=O)O)CC(=O)O)(=O)O (citric acid). The product is ClC=1C(=NC(=NC1)NC=1C=NC=NC1)CCC1=C(C=CC=C1)C1(CC1)C(=O)N (1-(2-(2-(5-Chloro-2-(pyrimidin-5-ylamino)pyrimidin-4-yl)ethyl)phenyl)cyclopropanecarboxamide). The yield is 21.0%. RXN SMILES: Cl[C:2]1[N:7]=[C:6]([CH2:8][CH2:9][C:10]2[CH:15]=[CH:14][CH:13]=[CH:12][C:11]=2[C:16]2([C:19]([NH2:21])=[O:20])[CH2:18][CH2:17]2)[C:5]([Cl:22])=[CH:4][N:3]=1.C([O-])([O-])=O.[Cs+].[Cs+].[NH2:29][C:30]1[CH:31]=[N:32][CH:33]=[N:34][CH:35]=1.CC1(C)C2C(=C(P(C3C=CC=CC=3)C3C=CC=CC=3)C=CC=2)OC2C(P(C3C=CC=CC=3)C3C=CC=CC=3)=CC=CC1=2>O1CCOCC1.C(O)(=O)CC(CC(O)=O)(C(O)=O)O>[Cl:22][C:5]1[C:6]([CH2:8][CH2:9][C:10]2[CH:15]=[CH:14][CH:13]=[CH:12][C:11]=2[C:16]2([C:19]([NH2:21])=[O:20])[CH2:18][CH2:17]2)=[N:7][C:2]([NH:29][C:30]2[CH:31]=[N:32][CH:33]=[N:34][CH:35]=2)=[N:3][CH:4]=1 |f:1.2.3|. Procedure: A suspension of 1-(2-(2-(2,5-dichloropyrimidin-4-yl)ethyl)phenyl)cyclopropanecarboxamide A14 (0.100 g, 0.297 mmol), Cs2CO3 (0.291 g, 0.892 mmol) and 5-aminopyrimidine (56.6 mg, 0.595 mmol) in 1,4-dioxane (3 mL) was sonicated for 10 minutes. Xantphos (6.9 mg, 12 μmol) and Pd(II) acetate (1.3 mg, 5.9 μmol) were added and the reaction was irradiated in the microwave at 120° C. for 20 minutes. The resulting mixture was adsorbed onto silica gel and purified by column chromatography (Biotage Isolera, ... The reactants are COC(=O)C1CC(S(C)(=O)=O)CN1C(=O)OC(C)(C)C, [N-]=[N+]=[N-], [Na+], CN(C)C=O. The product is COC(=O)C1CC(N=[N+]=[N-])CN1C(=O)OC(C)(C)C. As a reaction SMILES: [CH3:1][O:2][C:3]([CH:4]1[N:5]([C:13](=[O:14])[O:15][C:16]([CH3:17])([CH3:18])[CH3:19])[CH2:6][CH:7]([S:9]([CH3:10])(=[O:11])=[O:12])[CH2:8]1)=[O:20].[N-:22]=[N+:23]=[N-:24].[Na+:21].[O:25]=[CH:26][N:27]([CH3:28])[CH3:29]>>[CH3:1][O:2][C:3]([CH:4]1[N:5]([C:13](=[O:14])[O:15][C:16]([CH3:17])([CH3:18])[CH3:19])[CH2:6][CH:7]([N:22]=[N+:23]=[N-:24])[CH2:8]1)=[O:20]. The reactants are COc1cc(Br)cc(OC)c1, C1CCOC1, O=C1Nc2ccc(Cl)cc2C1=O, [Mg]. The product is COc1cc(OC)cc(C2(O)C(=O)Nc3ccc(Cl)cc32)c1. As a reaction SMILES: [Br:2][c:3]1[cH:4][c:5]([O:11][CH3:12])[cH:6][c:7]([O:9][CH3:10])[cH:8]1.[CH2:25]1[O:26][CH2:27][CH2:28][CH2:29]1.[Cl:13][c:14]1[cH:15][c:16]2[c:20]([cH:21][cH:22]1)[NH:19][C:18](=[O:23])[C:17]2=[O:24].[Mg:1]>>[c:3]1([C:17]2([OH:24])[c:16]3[cH:15][c:14]([Cl:13])[cH:22][cH:21][c:20]3[NH:19][C:18]2=[O:23])[cH:4][c:5]([O:11][CH3:12])[cH:6][c:7]([O:9][CH3:10])[cH:8]1. Starting materials: Cl.ClCC1=C(N=CN1CC)C (5-(chloromethyl)-1-ethyl-4-methyl-1H-imidazole hydrochloride), CC1=CC(=NC(=N1)S)O (6-methyl-2-sulfanylpyrimidin-4-ol), C([O-])([O-])=O.[K+].[K+] (potassium carbonate). Solvent: CC(=O)C (acetone). Conditions: time 8 hour. Product: C(C)N1C=NC(=C1CSC1=NC(=CC(=N1)O)C)C (2-{[(1-ethyl-4-methyl-1H-imidazol-5-yl)methyl]sulfanyl}-6-methyl-pyrimidin-4-ol). Yield: 46.3%. As a reaction SMILES: Cl.Cl[CH2:3][C:4]1[N:8]([CH2:9][CH3:10])[CH:7]=[N:6][C:5]=1[CH3:11].[CH3:12][C:13]1[N:18]=[C:17]([SH:19])[N:16]=[C:15]([OH:20])[CH:14]=1.C(=O)([O-])[O-].[K+].[K+]>CC(C)=O>[CH2:9]([N:8]1[C:4]([CH2:3][S:19][C:17]2[N:16]=[C:15]([OH:20])[CH:14]=[C:13]([CH3:12])[N:18]=2)=[C:5]([CH3:11])[N:6]=[CH:7]1)[CH3:10] |f:0.1,3.4.5|. Procedure details: A mixture of 5-(chloromethyl)-1-ethyl-4-methyl-1H-imidazole hydrochloride (1.0 g, 5.1 mmol), 6-methyl-2-sulfanylpyrimidin-4-ol (500 mg, 3.5 mmol), and potassium carbonate (1.2 g, 9.0 mmol) in acetone (25 mL) was stirred at room temperature overnight. The solid material was removed by filtration. The filtrate was recovered and evaporated. The crude product was purified by flash chromatography (0-6% MeOH/DCM), affording 2-{[(1-ethyl-4-methyl-1H-imidazol-5-yl)methyl]sulfanyl}-6-methyl-pyrimidin-4-o... Starting materials: [N+](=O)([O-])C1=CC(=NN1)C(=O)O (5-Nitro-1H-pyrazole-3-carboxylic acid), [H][H] (hydrogen). The reagents and catalysts are [Pd] (palladium(0)). The solvent is CO (methanol). The product is NC1=CC(=NN1)C(=O)O (5-amino-1H-pyrazole-3-carboxylic acid). RXN SMILES: [N+:1]([C:4]1[NH:8][N:7]=[C:6]([C:9]([OH:11])=[O:10])[CH:5]=1)([O-])=O.[H][H]>[Pd].CO>[NH2:1][C:4]1[NH:8][N:7]=[C:6]([C:9]([OH:11])=[O:10])[CH:5]=1. Procedure: 5-Nitro-1H-pyrazole-3-carboxylic acid 1 is reduced under standard conditions, such as treatment with hydrogen in the presence of palladium(0) on carbon in a solvent such as methanol, to yield 5-amino-1H-pyrazole-3-carboxylic acid 2. Compound 2 is reacted with di-aldehyde 3, carrying a bromo or chloro substituent at the R1 position, under acid conditions, such as acetic acid, at elevated temperatures to give 6-bromo- or 6-chloro-pyrazolo[1,5-a]pyrimidine-2-carboxylic acid (4). A compound of Formu... The reactants are C(O)([O-])=O.[Na+] (sodium hydrogen carbonate), NC=1SC2=NC(=CC=C2N1)OC=1C=CC(=C(C1)NC(C1=C(C(=CC=C1)C1(CC1)C#N)Cl)=O)F (N-{5-[(2-amino[1,3]thiazolo[5,4-b]pyridin-5-yl)oxy]-2-fluorophenyl}-2-chloro-3-(1-cyanocyclopropyl)benzamide), N1=CC=CC=C1 (pyridine), C1(CC1)C(=O)Cl (cyclopropanecarbonyl chloride). The reagents and catalysts are C1(CC1)C(=O)Cl (Cyclopropanecarbonyl chloride). Run in O (Water), O1CCCC1 (tetrahydrofuran). Conditions: time 3 hour. Product: ClC1=C(C(=O)NC2=C(C=CC(=C2)OC2=CC=C3C(=N2)SC(=N3)NC(=O)C3CC3)F)C=CC=C1C1(CC1)C#N (2-chloro-3-(1-cyanocyclopropyl)-N-[5-({2-[(cyclopropylcarbonyl)amino][1,3]thiazolo[5,4-b]pyridin-5-yl}oxy)-2-fluorophenyl]benzamide). The yield is 95.6%. RXN SMILES: [NH2:1][C:2]1[S:3][C:4]2[C:9]([N:10]=1)=[CH:8][CH:7]=[C:6]([O:11][C:12]1[CH:13]=[CH:14][C:15]([F:33])=[C:16]([NH:18][C:19](=[O:32])[C:20]3[CH:25]=[CH:24][CH:23]=[C:22]([C:26]4([C:29]#[N:30])[CH2:28][CH2:27]4)[C:21]=3[Cl:31])[CH:17]=1)[N:5]=2.N1C=CC=CC=1.[CH:40]1([C:43](Cl)=[O:44])[CH2:42][CH2:41]1.C(=O)([O-])O.[Na+]>O1CCCC1.C1(C(Cl)=O)CC1.O>[Cl:31][C:21]1[C:22]([C:26]2([C:29]#[N:30])[CH2:28][CH2:27]2)=[CH:23][CH:24]=[CH:25][C:20]=1[C:19]([NH:18][C:16]1[CH:17]=[C:12]([O:11][C:6]2[N:5]=[C:4]3[S:3][C:2]([NH:1][C:43]([CH:40]4[CH2:42][CH2:41]4)=[O:44])=[N:10][C:9]3=[CH:8][CH:7]=2)[CH:13]=[CH:14][C:15]=1[F:33])=[O:32] |f:3.4|. Reported procedure: To a solution of N-{5-[(2-amino[1,3]thiazolo[5,4-b]pyridin-5-yl)oxy]-2-fluorophenyl}-2-chloro-3-(1-cyanocyclopropyl)benzamide (9.0 g, 18.8 mmol) and pyridine (2.3 mL, 28.1 mmol) in tetrahydrofuran (90 mL) was added dropwise cyclopropanecarbonyl chloride (1.89 mL, 20.8 mmol) under ice-cooling, and the mixture was stirred at room temperature for 3 hr. Cyclopropanecarbonyl chloride (63 μL, 0.69 mmol) was further added and the mixture was stirred at room temperature for 12 hr. Water (100 mL) and sat...